From a dataset of the Open Reaction Database (ORD), a public repository of structured organic reaction records. describe an organic reaction: reactants, conditions, products, and yield The reactants are [H][H] (hydrogen), ClC1=NC(=NC(=C1)Cl)C(F)(F)F (4,6-dichloro-2-trifluoromethylpyrimidine), [OH-].[Na+] (sodium hydroxide), N1=CC=C(C=C1)CN1C(CCC1)=O (1-(4-pyridinylmethyl)-2-pyrrolidinone), N1=CC=C(C=C1)CN1C(CCC1)=O (1-(4-pyridinylmethyl)-2-pyrrolidinone), Cl (hydrochloric acid), N1=CC=C(C=C1)CN1C(CCC1)=O (1-(4-pyridinylmethyl)-2-pyrrolidinone), [H][H] (hydrogen). Solvent: C(C)#N (acetonitrile), O (water), O (water). Product: ClC1CC(CC(N1)C(F)(F)F)CN1C(CCC1)=O (1-[6-Chloro-2-(trifluoromethyl)-4-piperidinylmethyl]-2-pyrrolidinone). RXN SMILES: [N:1]1[CH:6]=[CH:5][C:4]([CH2:7][N:8]2[CH2:12][CH2:11][CH2:10][C:9]2=[O:13])=[CH:3][CH:2]=1.[ClH:14].[H][H].[OH-].[Na+].ClC1C=C(Cl)N=C([C:27]([F:30])([F:29])[F:28])N=1>O.C(#N)C>[Cl:14][CH:6]1[NH:1][CH:2]([C:27]([F:30])([F:29])[F:28])[CH2:3][CH:4]([CH2:7][N:8]2[CH2:12][CH2:11][CH2:10][C:9]2=[O:13])[CH2:5]1 |f:3.4|. Procedure details: To a solution of 1-(4-pyridinylmethyl)-2-pyrrolidinone (Intermediate compound IV, 905 g, 5.14 moles) in potable water (11 L) was added reagent grade hydrochloric acid (470 mL, about 5.65 moles) and platinum IV oxide (25 g). The stirred mixture was treated with hydrogen at low pressure (5 inches of water pressure) and after hydrogen uptake was complete (about 3 days) the catalyst was removed by filtration and sodium hydroxide (50% solution, 130 g, 14.1 moles) was added. Next acetonitrile (1.68 L)... Yields the product FC=1C=C2C(=C(C(=NC2=CC1)N1C=NC2=C1C=C(C=C2C2=CC=CC=C2)F)C)C(=O)O (6-fluoro-3-methyl-2-(6-fluoro-4-phenyl-1-benzimidazolyl)quinoline-4-carboxylic acid). Run in C(CCC)O (n-butanol). Procedure details: Methyl 6-fluoro-3-methyl-2-(6-fluoro-4-phenyl-1-benzimidazolyl)quinoline-4-carboxylate: A mixture of 2-bromo-4-carbomethoxy-6-fluoro-3-methylquinoline,obtained in Example 1D, (2.53 g, 8.48 mmol) and the product of example 68C (1.80 g, 8.48 mmol) in n-butanol (12 mL) was heated at reflux for 18 h. The reaction was allowed to cool to room temperature and solvent was removed. The residue was chromatographed (1:1 hexanes-ethyl acetate) to provide the desired product (0,135 g, 0.31 mmol) in 3.7% yiel... The yield is 3.7%. Reaction SMILES: [F:1][C:2]1[CH:3]=[C:4]2[C:9](=[CH:10][CH:11]=1)[N:8]=[C:7]([N:12]1[C:16]3[CH:17]=[C:18]([F:27])[CH:19]=[C:20]([C:21]4[CH:26]=[CH:25][CH:24]=[CH:23][CH:22]=4)[C:15]=3[N:14]=[CH:13]1)[C:6]([CH3:28])=[C:5]2[C:29]([O:31]C)=[O:30]>C(O)CCC>[F:1][C:2]1[CH:3]=[C:4]2[C:9](=[CH:10][CH:11]=1)[N:8]=[C:7]([N:12]1[C:16]3[CH:17]=[C:18]([F:27])[CH:19]=[C:20]([C:21]4[CH:26]=[CH:25][CH:24]=[CH:23][CH:22]=4)[C:15]=3[N:14]=[CH:13]1)[C:6]([CH3:28])=[C:5]2[C:29]([OH:31])=[O:30]. The reactants are FC=1C=C2C(=C(C(=NC2=CC1)N1C=NC2=C1C=C(C=C2C2=CC=CC=C2)F)C)C(=O)OC (Methyl 6-fluoro-3-methyl-2-(6-fluoro-4-phenyl-1-benzimidazolyl)quinoline-4-carboxylate), 2-bromo-4-carbomethoxy-6-fluoro-3-methylquinoline,obtained, product. Starting materials: ClC(=O)OCC (ethyl chloroformate), N1=CC=CC=C1 (pyridine), P(OC)(OC)OC (trimethyl phosphite). The solvent is C(C)#N (acetonitrile). Reaction conditions: temperature -25 celsius, time 1.5 hour. The product is C(C)OC(=O)N1C=CC(C=C1)P(OC)(=O)OC (dimethyl N-ethoxycarbonyl-1,4-dihydropyridine -4-phosphonate). Reaction SMILES: [N:1]1[CH:6]=[CH:5][CH:4]=[CH:3][CH:2]=1.Cl[C:8]([O:10][CH2:11][CH3:12])=[O:9].[P:13]([O:18]C)([O:16][CH3:17])[O:14][CH3:15]>C(#N)C>[CH2:11]([O:10][C:8]([N:1]1[CH:6]=[CH:5][CH:4]([P:13]([O:16][CH3:17])(=[O:18])[O:14][CH3:15])[CH:3]=[CH:2]1)=[O:9])[CH3:12]. Reported procedure: A solution of pyridine (316 g, 4.0 mol) in acetonitrile (4.0 L) was cooled to 0° C. and ethyl chloroformate (434 g, 4.0 mol) was added over about 1.25 hours while keeping the temperature less than 5° C. The resulting yellow suspension was stirred at −5° C. to 0° C. for 1.5 hours. It was then cooled to −25° C. and trimethyl phosphite (496.3 g, 4.0 mol) was added over 1 hour, keeping the temperature less than −20° C. It was allowed to warm to ambient temperature overnight. The solvent was removed ... Run in CN(C=O)C (dimethylformamide). Isolated yield 84.9%. Reported procedure: To a solution of 40 g of 3-(3,5-di-tertiary butyl-4-hydroxyphenyl)-1H-pyrazolo[3,4-b]pyridine in 300 ml of dimethylformamide are added 34,2 g of potassium carbonate and 31 g of 2-acetoxyethyl bromide, and the mixture is stirred at 60° C. for 11 hours. The resulting mixture is poured into ice-cold water and the precipitate is extracted with ethyl acetate and then the extract is washed with water, dried and concentrated. The resulting residue is recrystallized from isopropyl alcohol to give 43 g o... RXN SMILES: [C:1]([C:5]1[CH:6]=[C:7]([C:16]2[C:24]3[C:19](=[N:20][CH:21]=[CH:22][CH:23]=3)[NH:18][N:17]=2)[CH:8]=[C:9]([C:12]([CH3:15])([CH3:14])[CH3:13])[C:10]=1[OH:11])([CH3:4])([CH3:3])[CH3:2].C(=O)([O-])[O-].[K+].[K+].[C:31]([O:34][CH2:35][CH2:36]Br)(=[O:33])[CH3:32]>CN(C)C=O>[C:31]([O:34][CH2:35][CH2:36][N:18]1[C:19]2=[N:20][CH:21]=[CH:22][CH:23]=[C:24]2[C:16]([C:7]2[CH:8]=[C:9]([C:12]([CH3:15])([CH3:14])[CH3:13])[C:10]([OH:11])=[C:5]([C:1]([CH3:2])([CH3:3])[CH3:4])[CH:6]=2)=[N:17]1)(=[O:33])[CH3:32] |f:1.2.3|. Starting materials: C(C)(C)(C)C=1C=C(C=C(C1O)C(C)(C)C)C1=NNC2=NC=CC=C21 (3-(3,5-di-tertiary butyl-4-hydroxyphenyl)-1H-pyrazolo[3,4-b]pyridine), C([O-])([O-])=O.[K+].[K+] (potassium carbonate), C(C)(=O)OCCBr (2-acetoxyethyl bromide). Reaction conditions: temperature 60 celsius, time 11 hour. The product is C(C)(=O)OCCN1N=C(C=2C1=NC=CC2)C2=CC(=C(C(=C2)C(C)(C)C)O)C(C)(C)C (1-(2-acetoxyethyl)-3-(3,5-di-tertiary butyl-4-hydroxyphenyl)-1H-pyrazolo[3,4-b]pyridine). Starting materials: C(CC(C)C)NCCCCCCCCCCCC (N-isoamyldodecanamine), C=O (formalin). The solvent is C(=O)O (formic acid). Product: 28, C(CC(C)C)N(CCCCCCCCCCCC)C (N-isoamyl-N-methyldodecanamine). RXN SMILES: [CH2:1]([NH:6][CH2:7][CH2:8][CH2:9][CH2:10][CH2:11][CH2:12][CH2:13][CH2:14][CH2:15][CH2:16][CH2:17][CH3:18])[CH2:2][CH:3]([CH3:5])[CH3:4].[CH2:19]=O>C(O)=O>[CH2:1]([N:6]([CH3:19])[CH2:7][CH2:8][CH2:9][CH2:10][CH2:11][CH2:12][CH2:13][CH2:14][CH2:15][CH2:16][CH2:17][CH3:18])[CH2:2][CH:3]([CH3:4])[CH3:5]. Reported procedure: To 30 g of N-isoamyldodecanamine in 100 ml of formic acid was added 30 ml of formalin (40% formaldehyde) and the reaction mixture was refluxed for 8 hrs. Most of the solvent was removed under vacuum and the remaining material was made alkaline with 3 N sodium hydroxide solution and the amine extracted into hexane. The hexane phase was washed with water, and then dried over sodium hydroxide pellets. Removal of the hexane under vacuum gave 28 of N-isoamyl-N-methyldodecanamine, ND20 1.4507.